From a dataset of the Open Reaction Database (ORD), a public repository of structured organic reaction records. describe an organic reaction: reactants, conditions, products, and yield Starting materials: C(C)(C)[N-]C(C)C.[Li+] (lithium diisopropylamide), C(C)(C)NC(C)C (diisopropylamine), C(CCC)[Li] (n-butyllithium), C1(=CC=CC=C1)C1CC=CCC1C(=O)OCC (Ethyl 6-phenyl-3-cyclohexene-1-carboxylate), ClCCCI (1-chloro-3-iodopropane), C(=O)=O.CC(=O)C (dry ice acetone). Run in O (water), O1CCCC1 (tetrahydrofuran), O1CCCC1 (tetrahydrofuran), O1CCCC1 (tetrahydrofuran). Reaction conditions: temperature -78 celsius, time 45 minute. Product: C(C)OC(=O)C1(CC=CCC1C1=CC=CC=C1)CCCCl (ethyl-1-(3-chloropropyl)-6-phenyl-3-cyclohexene-1-carboxylate). Yield: 76.9%. RXN SMILES: C([N-]C(C)C)(C)C.[Li+].C(NC(C)C)(C)C.C([Li])CCC.C(=O)=O.CC(C)=O.[C:28]1([CH:34]2[CH:39]([C:40]([O:42][CH2:43][CH3:44])=[O:41])[CH2:38][CH:37]=[CH:36][CH2:35]2)[CH:33]=[CH:32][CH:31]=[CH:30][CH:29]=1.[Cl:45][CH2:46][CH2:47][CH2:48]I>O1CCCC1.O>[CH2:43]([O:42][C:40]([C:39]1([CH2:48][CH2:47][CH2:46][Cl:45])[CH:34]([C:28]2[CH:33]=[CH:32][CH:31]=[CH:30][CH:29]=2)[CH2:35][CH:36]=[CH:37][CH2:38]1)=[O:41])[CH3:44] |f:0.1,4.5|. Procedure details: A solution of lithium diisopropylamide (LDA), prepared at 0° C. under a nitrogen (N2) atmosphere from diisopropylamine (0.311 mol, 31.4 g) and n-butyllithium (0.311 mol, 2.7M, 115.3 ml) using tetrahydrofuran (400 ml) as solvent, was cooled to -78° C. employing a dry ice/acetone slurry. Ethyl 6-phenyl-3-cyclohexene-1-carboxylate (0.283 mol, 65 g) dissolved in tetrahydrofuran (100 ml) was added to the solution. After 45 min., 1-chloro-3-iodopropane (0.311 mol, 63.5 g) dissolved in tetrahydrofuran ... Reactants: Cl.C1(CC1)COC1=C(C2=C(OCO2)C=C1)C=1C2=C(N=CN1)C(=C(N2)C)C(=O)N[C@H]2CNCC2 (4-[5-(cyclopropylmethoxy)-1,3-benzodioxol-4-yl]-6-methyl-N-[(3R)-pyrrolidin-3-yl]-5H-pyrrolo[3,2-d]pyrimidine-7-carboxamide hydrochloride), C(CC)(=O)Cl (propionyl chloride). Product: C1(CC1)COC1=C(C2=C(OCO2)C=C1)C=1C2=C(N=CN1)C(=C(N2)C)C(=O)N[C@H]2CN(CC2)C(CC)=O (4-[5-(Cyclopropylmethoxy)-1,3-benzodioxol-4-yl]-6-methyl-N-[(3R)-1-propionylpyrrolidin-3-yl]-5H-pyrrolo[3,2-d]pyrimidine-7-carboxamide). As a reaction SMILES: Cl.[CH:2]1([CH2:5][O:6][C:7]2[CH:15]=[CH:14][C:10]3[O:11][CH2:12][O:13][C:9]=3[C:8]=2[C:16]2[C:17]3[NH:24][C:23]([CH3:25])=[C:22]([C:26]([NH:28][C@@H:29]4[CH2:33][CH2:32][NH:31][CH2:30]4)=[O:27])[C:18]=3[N:19]=[CH:20][N:21]=2)[CH2:4][CH2:3]1.[C:34](Cl)(=[O:37])[CH2:35][CH3:36]>>[CH:2]1([CH2:5][O:6][C:7]2[CH:15]=[CH:14][C:10]3[O:11][CH2:12][O:13][C:9]=3[C:8]=2[C:16]2[C:17]3[NH:24][C:23]([CH3:25])=[C:22]([C:26]([NH:28][C@@H:29]4[CH2:33][CH2:32][N:31]([C:34](=[O:37])[CH2:35][CH3:36])[CH2:30]4)=[O:27])[C:18]=3[N:19]=[CH:20][N:21]=2)[CH2:4][CH2:3]1 |f:0.1|. Procedure details: Starting from 4-[5-(cyclopropylmethoxy)-1,3-benzodioxol-4-yl]-6-methyl-N-[(3R)-pyrrolidin-3-yl]-5H-pyrrolo[3,2-d]pyrimidine-7-carboxamide hydrochloride (example D.f4) and commercially available propionyl chloride the title compound is obtained as colorless solid. The reactants are BrCCCCC(C)=O (6-bromo-hexan-2-one), N#N (N2), [N+](=O)([O-])C1=NNN=C1 (4-nitro-2H-[1,2,3]triazole), CCN(C(C)C)C(C)C (DIPEA). Run in CN(C)C=O (DMF), CN(C)C=O (DMF), CC(OCC)=O (EA), O (Water). Conditions: temperature 50 celsius, time 30 minute. The product is [N+](=O)([O-])C1=NN(N=C1)CCCCC(C)=O (6-(4-Nitro-[1,2,3]triazol-2-yl)-hexan-2-one). Reaction SMILES: N#N.[N+:3]([C:6]1[CH:10]=[N:9][NH:8][N:7]=1)([O-:5])=[O:4].CCN(C(C)C)C(C)C.Br[CH2:21][CH2:22][CH2:23][CH2:24][C:25](=[O:27])[CH3:26]>CN(C=O)C.CC(=O)OCC.O>[N+:3]([C:6]1[CH:10]=[N:9][N:8]([CH2:21][CH2:22][CH2:23][CH2:24][C:25](=[O:27])[CH3:26])[N:7]=1)([O-:5])=[O:4]. Procedure: In a flame dried round-bottomed flask equipped with a magnetic stir bar and under inert atmosphere (N2), a suspension of 4-nitro-2H-[1,2,3]triazole (114 mg, 1.00 mmol) in DMF (1.0 mL) was treated with DIPEA (0.34 mL, 2.00 mmol). After 30 min, a solution of 6-bromo-hexan-2-one (179 mg, 1.00 mmol) in DMF (1.0 mL) was added and the reaction mixture was stirred for 24 h at 50° C. Water (10 mL), followed by EA (10 mL) were added. The aq. layer was extracted with EA (10 mL) and the combined org. extra... Starting materials: C1COCCN1, O=C(Cl)c1cnc(Oc2ccc3c(c2)CCN(C2CCC2)CC3)cn1, ClCCl. Product: O=C(c1cnc(Oc2ccc3c(c2)CCN(C2CCC2)CC3)cn1)N1CCOCC1. Reaction SMILES: [CH2:1]1[CH2:2][O:3][CH2:4][CH2:5][NH:6]1.[CH:7]1([N:11]2[CH2:12][CH2:13][c:14]3[c:15]([cH:18][c:19]([O:22][c:23]4[n:24][cH:25][c:26]([C:29](=[O:30])[Cl:31])[n:27][cH:28]4)[cH:20][cH:21]3)[CH2:16][CH2:17]2)[CH2:8][CH2:9][CH2:10]1.[Cl:32][CH2:33][Cl:34]>>[CH2:1]1[CH2:2][O:3][CH2:4][CH2:5][N:6]1[C:29]([c:26]1[cH:25][n:24][c:23]([O:22][c:19]2[cH:18][c:15]3[c:14]([cH:21][cH:20]2)[CH2:13][CH2:12][N:11]([CH:7]2[CH2:8][CH2:9][CH2:10]2)[CH2:17][CH2:16]3)[cH:28][n:27]1)=[O:30]. Starting materials: ClC1=CC=C(C=C1)C=1N(C2=CC=C(C=C2C1C)O)CCC (2-(4-chloro-phenyl)-3-methyl-1-propyl-1H-indole-5-ol), C(C)OC(C(C)(C)Br)=O (2-bromo-2-methyl-propanoic acid ethylester). The product is C(C)OC(C(C)(C)OC=1C=C2C(=C(N(C2=CC1)CCC)C1=CC=C(C=C1)Cl)C)=O (2-[2-(4-Chloro-phenyl)-3-methyl-1-propyl-1H-indole-5-yloxy]-2-methyl-propanoic acid ethylester). Reaction SMILES: [Cl:1][C:2]1[CH:7]=[CH:6][C:5]([C:8]2[N:9]([CH2:19][CH2:20][CH3:21])[C:10]3[C:15]([C:16]=2[CH3:17])=[CH:14][C:13]([OH:18])=[CH:12][CH:11]=3)=[CH:4][CH:3]=1.[CH2:22]([O:24][C:25](=[O:30])[C:26](Br)([CH3:28])[CH3:27])[CH3:23]>>[CH2:22]([O:24][C:25](=[O:30])[C:26]([O:18][C:13]1[CH:14]=[C:15]2[C:10](=[CH:11][CH:12]=1)[N:9]([CH2:19][CH2:20][CH3:21])[C:8]([C:5]1[CH:6]=[CH:7][C:2]([Cl:1])=[CH:3][CH:4]=1)=[C:16]2[CH3:17])([CH3:28])[CH3:27])[CH3:23]. Procedure: The above compound was prepared from 2-(4-chloro-phenyl)-3-methyl-1-propyl-1H-indole-5-ol and 2-bromo-2-methyl-propanoic acid ethylester using a procedure analogous to that of Example 10. Reactants: [BH4-], CO, CCOC(=O)c1c(C=O)c(C)n(C)c1C, [Na+], O. Product: CCOC(=O)c1c(CO)c(C)n(C)c1C. RXN SMILES: [BH4-:16].[CH3:19][OH:20].[CH:1](=[O:2])[c:3]1[c:4]([C:11](=[O:12])[O:13][CH2:14][CH3:15])[c:5]([CH3:10])[n:6]([CH3:9])[c:7]1[CH3:8].[Na+:17].[OH2:18]>>[CH2:1]([OH:2])[c:3]1[c:4]([C:11](=[O:12])[O:13][CH2:14][CH3:15])[c:5]([CH3:10])[n:6]([CH3:9])[c:7]1[CH3:8]. RXN SMILES: [C:1]([CH3:2])([CH3:3])([CH3:4])[O:5][C:6](=[O:7])[NH:8][CH:9]1[CH2:10][CH2:11][CH:12]([O:15][S:16]([CH3:17])(=[O:18])=[O:19])[CH2:13][CH2:14]1.[CH3:24][S:25]([CH3:26])=[O:27].[CH3:28][CH2:29][O:30][C:31]([CH3:32])=[O:33].[N-:21]=[N+:22]=[N-:23].[Na+:20]>>[C:1]([CH3:2])([CH3:3])([CH3:4])[O:5][C:6](=[O:7])[NH:8][CH:9]1[CH2:10][CH2:11][CH:12]([N:21]=[N+:22]=[N-:23])[CH2:13][CH2:14]1. The product is CC(C)(C)OC(=O)NC1CCC(N=[N+]=[N-])CC1. Reactants: CC(C)(C)OC(=O)NC1CCC(OS(C)(=O)=O)CC1, CS(C)=O, CCOC(C)=O, [N-]=[N+]=[N-], [Na+].